This data is from the Open Reaction Database (ORD), a public repository of structured organic reaction records. The task is: describe an organic reaction: reactants, conditions, products, and yield The reactants are ClC=1N=C(C2=C(N1)SC(=N2)I)N2CCOCC2 (4-(5-chloro-2-iodothiazolo[5,4-d]pyrimidin-7-yl)morpholine), C(C)(=O)NC=1C=C(C=CC1)B(O)O ((3-acetylaminophenyl)boronic acid). Yields the product ClC=1N=C(C2=C(N1)SC(=N2)C=2C=C(C=CC2)NC(C)=O)N2CCOCC2 (N-(3-(5-chloro-7-morpholinothiazolo[5,4-d]pyrimidin-2-yl)phenyl)acetamide). Reaction SMILES: [Cl:1][C:2]1[N:3]=[C:4]([N:12]2[CH2:17][CH2:16][O:15][CH2:14][CH2:13]2)[C:5]2[N:10]=[C:9](I)[S:8][C:6]=2[N:7]=1.[C:18]([NH:21][C:22]1[CH:23]=[C:24](B(O)O)[CH:25]=[CH:26][CH:27]=1)(=[O:20])[CH3:19]>>[Cl:1][C:2]1[N:3]=[C:4]([N:12]2[CH2:17][CH2:16][O:15][CH2:14][CH2:13]2)[C:5]2[N:10]=[C:9]([C:26]3[CH:27]=[C:22]([NH:21][C:18](=[O:20])[CH3:19])[CH:23]=[CH:24][CH:25]=3)[S:8][C:6]=2[N:7]=1. Reported procedure: 4-(5-Chloro-2-iodothiazolo[5,4-d]pyrimidin-7-yl)morpholine 18 was reacted with (3-acetylaminophenyl)boronic acid via General Procedure A to give crude N-(3-(5-chloro-7-morpholinothiazolo[5,4-d]pyrimidin-2-yl)phenyl)acetamide, which was then reacted with 5-(4,4,5,5-tetramethyl-1,3,2-dioxaborolan-2-yl)pyrimidin-2-amine via General Procedure A again to give 124. MS (Q1) 449 (M+) The reactants are ClC1=CC(=C(C=C1)C1=NC=NC2=CC(=CC=C12)S(=O)(=O)NC1=NC=NC=C1)OC (4-(4-chloro-2-methoxyphenyl)-N-(pyrimidin-4-yl)quinazoline-7-sulfonamide), FC(C=1C=C(C=CC1)B(O)O)(F)F ((3-(trifluoromethyl)phenyl)boronic acid). Yields the product COC=1C=C(C=CC1C1=NC=NC2=CC(=CC=C12)S(=O)(=O)NC1=NC=NC=C1)C1=CC(=CC=C1)C(F)(F)F (4-(3-methoxy-3′-(trifluoromethyl)-[1,1′-biphenyl]-4-yl)-N-(pyrimidin-4-yl)quinazoline-7-sulfonamide). RXN SMILES: Cl[C:2]1[CH:7]=[CH:6][C:5]([C:8]2[C:17]3[C:12](=[CH:13][C:14]([S:18]([NH:21][C:22]4[CH:27]=[CH:26][N:25]=[CH:24][N:23]=4)(=[O:20])=[O:19])=[CH:15][CH:16]=3)[N:11]=[CH:10][N:9]=2)=[C:4]([O:28][CH3:29])[CH:3]=1.[F:30][C:31]([F:42])([F:41])[C:32]1[CH:33]=[C:34](B(O)O)[CH:35]=[CH:36][CH:37]=1>>[CH3:29][O:28][C:4]1[CH:3]=[C:2]([C:36]2[CH:35]=[CH:34][CH:33]=[C:32]([C:31]([F:42])([F:41])[F:30])[CH:37]=2)[CH:7]=[CH:6][C:5]=1[C:8]1[C:17]2[C:12](=[CH:13][C:14]([S:18]([NH:21][C:22]3[CH:27]=[CH:26][N:25]=[CH:24][N:23]=3)(=[O:20])=[O:19])=[CH:15][CH:16]=2)[N:11]=[CH:10][N:9]=1. Procedure details: The title compound was prepared in an analogous manner to that of EXAMPLE 525, except that 4-(4-chloro-2-methoxyphenyl)-N-(pyrimidin-4-yl)quinazoline-7-sulfonamide and (3-(trifluoromethyl)phenyl)boronic acid were used as the coupling partners to afford 4-(3-methoxy-3′-(trifluoromethyl)-[1,1′-biphenyl]-4-yl)-N-(pyrimidin-4-yl)quinazoline-7-sulfonamide as an off-white solid. 1H NMR (400 MHz, DMSO-d6) δ=9.48 (s, 1H), 8.58 (s, 1H), 8.50 (s, 1H), 8.23 (br. s., 1H), 8.19-8.11 (m, 2H), 8.10-8.01 (m, 1H...